This data is from the Open Reaction Database (ORD), a public repository of structured organic reaction records. The task is: describe an organic reaction: reactants, conditions, products, and yield The reactants are C(COCCOCCOCCOCCOCCO)O (hexaethylene glycol), C1(=CC=C(C=C1)S(=O)(=O)Cl)C (p-toluenesulfonyl chloride), Cl (hydrochloric acid), O (water). Solvent: N1=CC=CC=C1 (pyridine). Yields the product S(=O)(=O)(C1=CC=C(C)C=C1)OCCOCCOCCOCCOCCOCCOS(=O)(=O)C1=CC=C(C)C=C1 (O,O'-ditosyl-3,6,9,12,15-pentaoxaheptadecane-1,17-diol). RXN SMILES: [CH2:1]([OH:19])[CH2:2][O:3][CH2:4][CH2:5][O:6][CH2:7][CH2:8][O:9][CH2:10][CH2:11][O:12][CH2:13][CH2:14][O:15][CH2:16][CH2:17][OH:18].[C:20]1([CH3:30])[CH:25]=[CH:24][C:23]([S:26](Cl)(=[O:28])=[O:27])=[CH:22][CH:21]=1.[OH2:31].Cl>N1C=CC=CC=1>[S:26]([O:18][CH2:17][CH2:16][O:15][CH2:14][CH2:13][O:12][CH2:11][CH2:10][O:9][CH2:8][CH2:7][O:6][CH2:5][CH2:4][O:3][CH2:2][CH2:1][O:19][S:26]([C:23]1[CH:24]=[CH:25][C:20]([CH3:30])=[CH:21][CH:22]=1)(=[O:27])=[O:31])([C:23]1[CH:24]=[CH:25][C:20]([CH3:30])=[CH:21][CH:22]=1)(=[O:28])=[O:27]. Procedure details: To a solution of 1.48 g (5.24 mmol) of hexaethylene glycol in dry pyridine (30 ml) was added 2.19 g (11.5 mmol) of p-toluenesulfonyl chloride in an atmosphere of argon, and the mixture was allowed to react at room temperature for 15 hours. To the solution was added water followed by addition of conc. hydrochloric acid to adjust the pH to 4, and the resulting mixture was extracted with ethyl acetate. The organic layer was washed with water and then concentrated under reduced pressure. The residue... Starting materials: C[Mg]Br (methyl magnesium bromide), [NH4+].[Cl-] (NH4Cl), CC1(O[C@H]2[C@@H](O1)O[C@@H](C2)[C@@H]2OC2)C ((3aR,5S,6aR)-2,2-dimethyl-5-[(2R)-oxiran-2-yl]-3a,5,6,6a-tetrahydrofuro[2,3-d][1,3]dioxole), CC1(O[C@H]2[C@@H](O1)O[C@@H](C2)[C@@H]2OC2)C ((3aR,5S,6aR)-2,2-dimethyl-5-[(2R)-oxiran-2-yl]-3a,5,6,6a-tetrahydrofuro[2,3-d][1,3]dioxole). Reagents/catalysts: [Cu]I (CuI). Run in C1CCOC1 (THF). Conditions: time 1 hour. Yields the product CC1(O[C@H]2[C@@H](O1)O[C@@H](C2)[C@@H](CC)O)C ((1R)-1-[(3aR,5S,6aR)-2,2-dimethyl-3a,5,6,6a-tetrahydrofuro[2,3-d][1,3]dioxol-5-yl]propan-1-ol). Isolated yield 75.5%. Reaction SMILES: [CH3:1][Mg]Br.[CH3:4][C:5]1([CH3:16])[O:9][C@H:8]2[O:10][C@H:11]([C@H:13]3[CH2:15][O:14]3)[CH2:12][C@H:7]2[O:6]1.[NH4+].[Cl-]>C1COCC1.[Cu]I>[CH3:4][C:5]1([CH3:16])[O:9][C@H:8]2[O:10][C@H:11]([C@H:13]([OH:14])[CH2:15][CH3:1])[CH2:12][C@H:7]2[O:6]1 |f:2.3|. Procedure: To a suspension of CuI (19.3 g, 107 mmol) in dry THF (2000 mL) under N2 atmosphere was added methyl magnesium bromide (3 M in diethyl ether, 537 mL, 1.61 mol) at −70° C. After being stirred at this temperature for 1 hour, a solution of (3aR,5S,6aR)-2,2-dimethyl-5-[(2R)-oxiran-2-yl]-3a,5,6,6a-tetrahydrofuro[2,3-d][1,3]dioxole (compound 6b, 100 g, 537 mmol, dissolved in anhydrous THF 200 mL) was added to reaction mixture dropwise. After being stirred at −70° C. for additional 2 hours, the reaction... Starting materials: NCCC(=O)O (β-alanine), C1(\C=C/C(=O)O1)=O (maleic anhydride), ON1C(CCC1=O)=O (N-hydroxysuccinimide), C1(CCCCC1)N=C=NC1CCCCC1 (dicyclohexylcarbodiimide). Solvent: CN(C)C=O (DMF). Reaction conditions: time 8 hour. Yields the product C1(C=CC(N1CCC(=O)ON1C(CCC1=O)=O)=O)=O (succinimido 3-maleimidopropanoate). Isolated yield 55.0%. Reaction SMILES: [NH2:1][CH2:2][CH2:3][C:4]([OH:6])=[O:5].[C:7]1(=O)[O:12][C:10](=[O:11])[CH:9]=[CH:8]1.O[N:15]1[C:19](=[O:20])[CH2:18][CH2:17][C:16]1=[O:21].C1(N=C=NC2CCCCC2)CCCCC1>CN(C=O)C>[C:7]1(=[O:12])[N:1]([CH2:2][CH2:3][C:4]([O:6][N:15]2[C:19](=[O:20])[CH2:18][CH2:17][C:16]2=[O:21])=[O:5])[C:10](=[O:11])[CH:9]=[CH:8]1. Procedure details: A solution of β-alanine (1.8 g, 20 mmol) and maleic anhydride (2 g, 20 mmol) in DMF (30 mL) was stirred at room temperature for 3 h. After the solid was completely dissolved, N-hydroxysuccinimide (NHS; 2.3 g, 20 mmol) and dicyclohexylcarbodiimide (DCC; 4.6 g, 24 mmol) was added into the solution and the mixture was stirred at room temperature overnight. The solution was filtered and the precipitate was washed with water (100 ml) and dichloromethane (100 ml). The filtrate was collected and the or... The reactants are C1(=CC=CC=C1)C(C1=CC=CC=C1)(C1=CC=CC=C1)NC=1SC=C(N1)C(C(=O)O)=O ((2-triphenylmethylamino-4-thiazolyl)glyoxylic acid), C1(=CC=CC=C1)C(C1=CC=CC=C1)OC(C(C)(ON)C1=CC(=C(C=C1)OC(C)=O)OC(C)=O)=O (α-aminooxy-α-methyl-3.4-diacetoxyphenylacetic acid diphenylmethyl ester). The solvent is CO (methanol), CO (methanol). Run at time 1.5 hour. The product is C1(=CC=CC=C1)C(C1=CC=CC=C1)(C1=CC=CC=C1)NC=1SC=C(N1)/C(/C(=O)O)=N/OC(C)(C1=CC(=C(C=C1)OC(C)=O)OC(C)=O)C(=O)OC(C1=CC=CC=C1)C1=CC=CC=C1 (2-(2-triphenylmethylamino-4-thiazolyl)-2-[Z-[1-diphenylmethloxycarbonyl-1-(3,4-diacetoxyphenyl)ethyl]oxyimino]acetic acid). Isolated yield 78.7%. RXN SMILES: [C:1]1([C:7]([NH:20][C:21]2[S:22][CH:23]=[C:24]([C:26](=O)[C:27]([OH:29])=[O:28])[N:25]=2)([C:14]2[CH:19]=[CH:18][CH:17]=[CH:16][CH:15]=2)[C:8]2[CH:13]=[CH:12][CH:11]=[CH:10][CH:9]=2)[CH:6]=[CH:5][CH:4]=[CH:3][CH:2]=1.[C:31]1([CH:37]([O:44][C:45](=[O:64])[C:46]([C:50]2[CH:55]=[CH:54][C:53]([O:56][C:57](=[O:59])[CH3:58])=[C:52]([O:60][C:61](=[O:63])[CH3:62])[CH:51]=2)([O:48][NH2:49])[CH3:47])[C:38]2[CH:43]=[CH:42][CH:41]=[CH:40][CH:39]=2)[CH:36]=[CH:35][CH:34]=[CH:33][CH:32]=1>CO>[C:1]1([C:7]([NH:20][C:21]2[S:22][CH:23]=[C:24](/[C:26](=[N:49]/[O:48][C:46]([C:45]([O:44][CH:37]([C:38]3[CH:43]=[CH:42][CH:41]=[CH:40][CH:39]=3)[C:31]3[CH:32]=[CH:33][CH:34]=[CH:35][CH:36]=3)=[O:64])([C:50]3[CH:55]=[CH:54][C:53]([O:56][C:57](=[O:59])[CH3:58])=[C:52]([O:60][C:61](=[O:63])[CH3:62])[CH:51]=3)[CH3:47])/[C:27]([OH:29])=[O:28])[N:25]=2)([C:14]2[CH:19]=[CH:18][CH:17]=[CH:16][CH:15]=2)[C:8]2[CH:13]=[CH:12][CH:11]=[CH:10][CH:9]=2)[CH:6]=[CH:5][CH:4]=[CH:3][CH:2]=1. Procedure details: To a solution of (2-triphenylmethylamino-4-thiazolyl)glyoxylic acid (0.49 g) in methanol (25 ml) was added dropwise a solution of the product obtained in Step 3 (0.61 g) in methanol (10 ml). The mixture was stirred at room temperature for 1.5 hours and concentrated under reduced pressure. The residue was purified by silica gel column chromatography, giving 0.8 g of the objective compound. Reactants: CN(C)c1ccccc1, CC(O)C1CC1, O=C(Cl)OC(Cl)(Cl)Cl, N#CC(=NOC(=O)Cl)c1ccccc1, C1COCCO1, N#CC(=NO)c1ccccc1, c1ccccc1, c1ccncc1. Yields the product CC(OC(=O)ON=C(C#N)c1ccccc1)C1CC1. As a reaction SMILES: [CH3:12][N:13]([CH3:14])[c:15]1[cH:16][cH:17][cH:18][cH:19][cH:20]1.[CH:29]1([CH:32]([CH3:33])[OH:34])[CH2:30][CH2:31]1.[Cl:21][C:22]([O:23][C:24]([Cl:25])([Cl:26])[Cl:27])=[O:28].[Cl:35][C:36](=[O:37])[O:38][N:39]=[C:40]([C:41]#[N:42])[c:43]1[cH:44][cH:45][cH:46][cH:47][cH:48]1.[O:55]1[CH2:56][CH2:57][O:58][CH2:59][CH2:60]1.[OH:1][N:2]=[C:3]([c:4]1[cH:5][cH:6][cH:7][cH:8][cH:9]1)[C:10]#[N:11].[cH:49]1[cH:50][cH:51][cH:52][cH:53][cH:54]1.[cH:61]1[cH:62][cH:63][n:64][cH:65][cH:66]1>>[CH:29]1([CH:32]([CH3:33])[O:34][C:36](=[O:37])[O:38][N:39]=[C:40]([C:41]#[N:42])[c:43]2[cH:44][cH:45][cH:46][cH:47][cH:48]2)[CH2:30][CH2:31]1. Reactants: C1COCCO1, CC#N, COc1cnc(Cl)nc1-c1cnn(C(CC#N)C2CC2)c1, Nc1cccc([N+](=O)[O-])c1, O, Cc1ccc(S(=O)(=O)O)cc1. The product is COc1cnc(Nc2cccc([N+](=O)[O-])c2)nc1-c1cnn(C(CC#N)C2CC2)c1. RXN SMILES: [CH2:43]1[O:44][CH2:45][CH2:46][O:47][CH2:48]1.[CH3:49][C:50]#[N:51].[Cl:1][c:2]1[n:3][cH:4][c:5]([O:20][CH3:21])[c:6](-[c:8]2[cH:9][n:10][n:11]([CH:13]([CH2:14][C:15]#[N:16])[CH:17]3[CH2:18][CH2:19]3)[cH:12]2)[n:7]1.[N+:22](=[O:23])([O-:24])[c:25]1[cH:26][c:27]([NH2:28])[cH:29][cH:30][cH:31]1.[OH2:52].[c:32]1([CH3:33])[cH:34][cH:35][c:36]([S:37]([OH:38])(=[O:39])=[O:40])[cH:41][cH:42]1>>[c:2]1([NH:28][c:27]2[cH:26][c:25]([N+:22](=[O:23])[O-:24])[cH:31][cH:30][cH:29]2)[n:3][cH:4][c:5]([O:20][CH3:21])[c:6](-[c:8]2[cH:9][n:10][n:11]([CH:13]([CH2:14][C:15]#[N:16])[CH:17]3[CH2:18][CH2:19]3)[cH:12]2)[n:7]1.